This data is from the Open Reaction Database (ORD), a public repository of structured organic reaction records. The task is: describe an organic reaction: reactants, conditions, products, and yield The reactants are [C@H]12CN[C@@H](C[C@@H]2C1)CNC1=NC=C(N=C1)C(F)(F)F (N-[(1S,4S,6S)-3-azabicyclo[4.1.0]hept-4-ylmethyl]-5-(trifluoromethyl)-2-pyrazinamine), CC1=CC=C(C(=N1)C(=O)O)N1N=CC=C1 (6-methyl-3-(1H-pyrazol-1-yl)-2-pyridinecarboxylic acid), CN(C)C(=[N+](C)C)ON1C2=C(C=CC=C2)N=N1.[B-](F)(F)(F)F (TBTU), CCN(C(C)C)C(C)C (DIPEA), C(=O)(O)[O-].[Na+] (NaHCO3). The solvent is CN(C)C=O (DMF), CN(C)C=O (DMF). Conditions: time 30 minute. The product is CC1=CC=C(C(=N1)C(=O)N1C[C@H]2C[C@H]2C[C@H]1CNC1=NC=C(N=C1)C(F)(F)F)N1N=CC=C1 (N-[((1S,4S,6S)-3-{[6-methyl-3-(1H-pyrazol-1-yl)-2-pyridinyl]carbonyl}-3-azabicyclo[4.1.0]hept-4-yl)methyl]-5-(trifluoromethyl)-2-pyrazinamine). Reaction SMILES: [CH3:1][C:2]1[N:7]=[C:6]([C:8]([OH:10])=O)[C:5]([N:11]2[CH:15]=[CH:14][CH:13]=[N:12]2)=[CH:4][CH:3]=1.CN(C(ON1N=NC2C=CC=CC1=2)=[N+](C)C)C.[B-](F)(F)(F)F.CCN(C(C)C)C(C)C.[C@H:47]12[CH2:53][C@H:52]1[CH2:51][C@@H:50]([CH2:54][NH:55][C:56]1[CH:61]=[N:60][C:59]([C:62]([F:65])([F:64])[F:63])=[CH:58][N:57]=1)[NH:49][CH2:48]2.C([O-])(O)=O.[Na+]>CN(C=O)C>[CH3:1][C:2]1[N:7]=[C:6]([C:8]([N:49]2[C@H:50]([CH2:54][NH:55][C:56]3[CH:61]=[N:60][C:59]([C:62]([F:65])([F:63])[F:64])=[CH:58][N:57]=3)[CH2:51][C@H:52]3[C@H:47]([CH2:53]3)[CH2:48]2)=[O:10])[C:5]([N:11]2[CH:15]=[CH:14][CH:13]=[N:12]2)=[CH:4][CH:3]=1 |f:1.2,5.6|. Reported procedure: 6-methyl-3-(1H-pyrazol-1-yl)-2-pyridinecarboxylic acid D38 (24.63 mg) was dissolved in 1 ml of DMF, then TBTU (46.0 mg, 0.143 mmol) and DIPEA (0.025 ml, 0.143 mmol) were added. The suspension was stirred for 30 minutes at room temperature. N-[(1S,4S,6S)-3-azabicyclo[4.1.0]hept-4-ylmethyl]-5-(trifluoromethyl)-2-pyrazinamine D31 (30 mg) dissolved in 1 ml of DMF was added and the reaction was stirred overnight at room temperature. NaHCO3 saturated solution were added, and the aqueous layer was extr... Starting materials: BrC(C(=O)OCCCC)CC1=CC=C(C=C1)OC1=C(C2=CC=CC=C2C(=C1Cl)OC(C)=O)OC(C)=O (butyl 2-bromo-3-[4-(1,4-diacetoxy-3-chloro-2-naphthyloxy)phenyl]propiona te), NC(=S)N (thiourea), S1(=O)(=O)CCCC1 (sulfolane), Cl (hydrochloric acid), O=O (oxygen). Run in COCCO (ethylene glycol monomethyl ether), O (water). Run at temperature 120 celsius. The product is ClC1=C(C(C2=CC=CC=C2C1=O)=O)OC1=CC=C(CC2C(NC(S2)=O)=O)C=C1 (5-[4-(3-Chloro-1,4-naphthoquinon-2-yloxy)benzyl]thiazolidine-2,4-dione). RXN SMILES: Br[CH:2]([CH2:10][C:11]1[CH:16]=[CH:15][C:14]([O:17][C:18]2[C:27]([Cl:28])=[C:26]([O:29]C(=O)C)[C:25]3[C:20](=[CH:21][CH:22]=[CH:23][CH:24]=3)[C:19]=2[O:33]C(=O)C)=[CH:13][CH:12]=1)[C:3](OCCCC)=[O:4].[NH2:37][C:38](N)=[S:39].S1(CCCC1)(=O)=[O:42].Cl.O=O>O.COCCO>[Cl:28][C:27]1[C:26](=[O:29])[C:25]2[C:20](=[CH:21][CH:22]=[CH:23][CH:24]=2)[C:19](=[O:33])[C:18]=1[O:17][C:14]1[CH:15]=[CH:16][C:11]([CH2:10][CH:2]2[S:39][C:38](=[O:42])[NH:37][C:3]2=[O:4])=[CH:12][CH:13]=1. Reported procedure: A mixture of 5.8 g of butyl 2-bromo-3-[4-(1,4-diacetoxy-3-chloro-2-naphthyloxy)phenyl]propiona te (prepared as described in Preparation 18), 1 g of thiourea and 10 ml of sulfolane was heated at 120° C. for 5 hours under an atmosphere of nitrogen. At the end of this time, 20 ml of ethylene glycol monomethyl ether and 10 ml of 2N aqueous hydrochloric acid were added to the mixture in the presence of atmospheric oxygen, and the resulting mixture was heated at 100° C. for 6 hours. The reaction mixtu... Starting materials: CCc1cnn(C)c1-c1cc(C(=O)OC)sc1CC, [Na+], C1CCOC1, [OH-]. The product is CCc1cnn(C)c1-c1cc(C(=O)O)sc1CC. As a reaction SMILES: [CH2:1]([CH3:2])[c:3]1[c:4](-[c:12]2[c:13]([CH2:18][CH3:19])[cH:14][n:15][n:16]2[CH3:17])[cH:5][c:6]([C:8](=[O:9])[O:10][CH3:11])[s:7]1.[Na+:21].[O:22]1[CH2:23][CH2:24][CH2:25][CH2:26]1.[OH-:20]>>[CH2:1]([CH3:2])[c:3]1[c:4](-[c:12]2[c:13]([CH2:18][CH3:19])[cH:14][n:15][n:16]2[CH3:17])[cH:5][c:6]([C:8](=[O:9])[OH:10])[s:7]1. Reactants: C1(=CC=CC=C1)S(=O)(=O)CC1=NNC(=N1)C=1OC=CC1 (3-benzenesulfonylmethyl-5-furan-2-yl-1H-[1,2,4]triazole), N1=CC(=CC=C1)C=CC#N (3-(3-pyridinyl)-2-propenenitrile). Product: O1C(=CC=C1)C1=NN2C(C=C(C=C2N)C=2C=NC=CC2)=N1 (2-Furan-2-yl-7-pyridin-3-yl-[1,2,4]triazolo[1,5-a]pyridin-5-ylamine). Reaction SMILES: C1(S([CH2:10][C:11]2[N:15]=[C:14]([C:16]3[O:17][CH:18]=[CH:19][CH:20]=3)[NH:13][N:12]=2)(=O)=O)C=CC=CC=1.[N:21]1[CH:26]=[CH:25][CH:24]=[C:23]([CH:27]=[CH:28][C:29]#[N:30])[CH:22]=1>>[O:17]1[CH:18]=[CH:19][CH:20]=[C:16]1[C:14]1[N:15]=[C:11]2[CH:10]=[C:27]([C:23]3[CH:22]=[N:21][CH:26]=[CH:25][CH:24]=3)[CH:28]=[C:29]([NH2:30])[N:12]2[N:13]=1. Procedure: The title compound, MS m/e (%): 277 (M+, 100), was prepared in accordance with the general method of example 1 from 3-benzenesulfonylmethyl-5-furan-2-yl-1H-[1,2,4]triazole and 3-(3-pyridinyl)-2-propenenitrile.